Dataset: the Open Reaction Database (ORD), a public repository of structured organic reaction records. Task: describe an organic reaction: reactants, conditions, products, and yield Starting materials: [BH4-].[Na+] (Sodium borohydride), C(C)(C)(C)OC(=O)NC1(CCN(CC1)C=1C2=C(N=CN1)NC=C2)C(=O)NC(CC(=O)OC)C2=CC=C(C=C2)Cl (methyl 3-(4-(tert-butoxycarbonylamino)-1-(7H-pyrrolo[2,3-d]pyrimidin-4-yl)piperidine-4-carboxamido)-3-(4-chlorophenyl)propanoate), C(C)(C)(C)OC(=O)NC1(CCN(CC1)C=1C2=C(N=CN1)NC=C2)C(=O)NC(CC(=O)OC)C2=CC=C(C=C2)Cl (methyl 3-(4-(tert-butoxycarbonylamino)-1-(7H-pyrrolo[2,3-d]pyrimidin-4-yl)piperidine-4-carboxamido)-3-(4-chlorophenyl)propanoate). Reagents/catalysts: O (water). Solvent: CCO (EtOH). Conditions: temperature 20 celsius, time 70 hour. The product is ClC1=CC=C(C=C1)C(CCO)NC(=O)C1(CCN(CC1)C=1C2=C(N=CN1)NC=C2)NC(OC(C)(C)C)=O (tert-butyl 4-(1-(4-chlorophenyl)-3-hydroxypropylcarbamoyl)-1-(7H-pyrrolo[2,3-d]pyrimidin-4-yl)piperidin-4-ylcarbamate). Yield: 30.0%. RXN SMILES: [BH4-].[Na+].[C:3]([O:7][C:8]([NH:10][C:11]1([C:26]([NH:28][CH:29]([C:35]2[CH:40]=[CH:39][C:38]([Cl:41])=[CH:37][CH:36]=2)[CH2:30][C:31](OC)=[O:32])=[O:27])[CH2:16][CH2:15][N:14]([C:17]2[C:18]3[CH:25]=[CH:24][NH:23][C:19]=3[N:20]=[CH:21][N:22]=2)[CH2:13][CH2:12]1)=[O:9])([CH3:6])([CH3:5])[CH3:4]>CCO.O>[Cl:41][C:38]1[CH:37]=[CH:36][C:35]([CH:29]([NH:28][C:26]([C:11]2([NH:10][C:8](=[O:9])[O:7][C:3]([CH3:5])([CH3:4])[CH3:6])[CH2:12][CH2:13][N:14]([C:17]3[C:18]4[CH:25]=[CH:24][NH:23][C:19]=4[N:20]=[CH:21][N:22]=3)[CH2:15][CH2:16]2)=[O:27])[CH2:30][CH2:31][OH:32])=[CH:40][CH:39]=1 |f:0.1|. Procedure details: Sodium borohydride (1.019 g, 26.93 mmol) was added in one portion to a stirred suspension of methyl 3-(4-(tert-butoxycarbonylamino)-1-(7H-pyrrolo[2,3-d]pyrimidin-4-yl)piperidine-4-carboxamido)-3-(4-chlorophenyl)propanoate (Intermediate 35) (1.0 g, 1.80 mmol) dissolved in EtOH (400 mL) under argon. The resulting suspension was stirred at 20° C. for 70 hours. A few drops of water were added to quench the excess of hydride and the mixture stirred for 1 hour. The mixture was evaporated to dryness an... The reactants are Br, COCCn1c(=N)sc2ccccc21, Cc1ccc(F)cc1C(=O)O. The product is COCCn1c(=NC(=O)c2cc(F)ccc2C)sc2ccccc21. As a reaction SMILES: [BrH:1].[CH3:2][O:3][CH2:4][CH2:5][n:6]1[c:7](=[NH:15])[s:8][c:9]2[c:10]1[cH:11][cH:12][cH:13][cH:14]2.[F:16][c:17]1[cH:18][cH:19][c:20]([CH3:26])[c:21]([C:22](=[O:23])[OH:24])[cH:25]1>>[CH3:2][O:3][CH2:4][CH2:5][n:6]1[c:7](=[N:15][C:22]([c:21]2[c:20]([CH3:26])[cH:19][cH:18][c:17]([F:16])[cH:25]2)=[O:23])[s:8][c:9]2[c:10]1[cH:11][cH:12][cH:13][cH:14]2. Reactants: CC(C)(C)OC(=O)CN, [BH3-]C#N, O=C1Cc2ccccc2C1, CO, [Na+], O, OP(O)O, O=P(O)(O)O. Yields the product CC(C)(C)OC(=O)CNC1Cc2ccccc2C1. As a reaction SMILES: [C:15]([CH3:16])([CH3:17])([CH3:18])[O:19][C:20]([CH2:21][NH2:22])=[O:23].[C:24]([BH3-:25])#[N:26].[CH2:1]1[C:2](=[O:10])[CH2:3][c:4]2[cH:5][cH:6][cH:7][cH:8][c:9]21.[CH3:33][OH:34].[Na+:27].[OH2:35].[P:11]([OH:12])([OH:13])[OH:14].[P:28](=[O:29])([OH:30])([OH:31])[OH:32]>>[CH2:1]1[CH:2]([NH:22][CH2:21][C:20]([O:19][C:15]([CH3:16])([CH3:17])[CH3:18])=[O:23])[CH2:3][c:4]2[cH:5][cH:6][cH:7][cH:8][c:9]21. The reactants are Example 125 ( h ), C(C1=CC=CC=C1)OCCCSC1=NC=C(C=N1)C1C(CN(CC1)C(=O)OC(C)(C)C)OCC1=CC2=CC=CC=C2C=C1 (tert-butyl (3RS,4RS)-4-[2-(3-benzyloxy-propylsulphanyl)-pyrimidin-5-yl]-3-(naphthalen-2-ylmethoxy)-piperidine-1-carboxylate). The reagents and catalysts are [Br-].[Zn+2].[Br-] (zinc bromide). Yields the product C(C1=CC=CC=C1)OCCCSC1=NC=C(C=N1)C1C(CNCC1)OCC1=CC2=CC=CC=C2C=C1 (2-(3-benzyloxy-propylsulphanyl)-5-[(3RS,4RS)-3-(naphthalen-2-ylmethoxy)-piperidin-4-yl]-pyrimidine). RXN SMILES: [CH2:1]([O:8][CH2:9][CH2:10][CH2:11][S:12][C:13]1[N:18]=[CH:17][C:16]([CH:19]2[CH2:24][CH2:23][N:22](C(OC(C)(C)C)=O)[CH2:21][CH:20]2[O:32][CH2:33][C:34]2[CH:43]=[CH:42][C:41]3[C:36](=[CH:37][CH:38]=[CH:39][CH:40]=3)[CH:35]=2)=[CH:15][N:14]=1)[C:2]1[CH:7]=[CH:6][CH:5]=[CH:4][CH:3]=1>[Br-].[Zn+2].[Br-]>[CH2:1]([O:8][CH2:9][CH2:10][CH2:11][S:12][C:13]1[N:14]=[CH:15][C:16]([CH:19]2[CH2:24][CH2:23][NH:22][CH2:21][CH:20]2[O:32][CH2:33][C:34]2[CH:43]=[CH:42][C:41]3[C:36](=[CH:37][CH:38]=[CH:39][CH:40]=3)[CH:35]=2)=[CH:17][N:18]=1)[C:2]1[CH:7]=[CH:6][CH:5]=[CH:4][CH:3]=1 |f:1.2.3|. Procedure details: In an analogous manner to that described in Example 125 (h), from tert-butyl (3RS,4RS)-4-[2-(3-benzyloxy-propylsulphanyl)-pyrimidin-5-yl]-3-(naphthalen-2-ylmethoxy)-piperidine-1-carboxylate by cleavage of the BOC group by means of anhydrous zinc bromide there was obtained 2-(3-benzyloxy-propylsulphanyl)-5-[(3RS,4RS)-3-(naphthalen-2-ylmethoxy)-piperidin-4-yl]-pyrimidine in in the form of an amorphous, colourless solid; MS: 500 (M+H)+. The reactants are ClC1=CC=NC2=CC(=C(C=C12)OC)OC (4-chloro-6,7-dimethoxyquinoline), Cl (hydrogen chloride), OC=1C=C(N)C=CC1C (3-hydroxy-4-methylaniline), C(C)O (Ethanol). The reagents and catalysts are C(C)(C)O (isopropanol). The solvent is CCOCC (Ether), CC(CC)O (2-butanol). Run at temperature 110 celsius. Yields the product COC=1C=C2C(=CC=NC2=CC1OC)NC1=CC(=C(C=C1)C)O (6,7-dimethoxy-4-(3-hydroxy-4-methylanilino)quinoline). Isolated yield 51.8%. Reaction SMILES: Cl[C:2]1[C:11]2[C:6](=[CH:7][C:8]([O:14][CH3:15])=[C:9]([O:12][CH3:13])[CH:10]=2)[N:5]=[CH:4][CH:3]=1.[OH:16][C:17]1[CH:18]=[C:19]([CH:21]=[CH:22][C:23]=1[CH3:24])[NH2:20].Cl.C(O)C>CC(O)CC.C(O)(C)C.CCOCC>[CH3:13][O:12][C:9]1[CH:10]=[C:11]2[C:6](=[CH:7][C:8]=1[O:14][CH3:15])[N:5]=[CH:4][CH:3]=[C:2]2[NH:20][C:19]1[CH:21]=[CH:22][C:23]([CH3:24])=[C:17]([OH:16])[CH:18]=1. Procedure: A suspension of 4-chloro-6,7-dimethoxyquinoline (300 mg, 1.3 mmol), (prepared as described for the starting material in Example 2), and 3-hydroxy-4-methylaniline (181 mg, 1.47 mol) in 2-butanol (13 ml) containing 5M hydrogen chloride in isopropanol (3 drops) was heated at 110° C. for 5.5 hours. Ethanol was added until the solids were completely dissolved and the solution was cooled to 0° C. Ether was added and the precipitate was collected by filtration, washed with ether and dried under vacuum ... Starting materials: [N+](=O)([O-])C=1C=C(C=CC1)CC(=O)N1C(C2=CC(=C(C=C2CC1)OC)OC)C (N-(3-Nitrophenylacetyl)-1,2,3,4-tetrahydro-6,7-dimethoxy-1-methylisoquinoline), B (borane), Cl (HCl). Run in C1CCOC1 (THF). Reaction conditions: time 15 minute. Product: Cl.[N+](=O)([O-])C=1C=C(CCN2C(C3=CC(=C(C=C3CC2)OC)OC)C)C=CC1 (N-(3-nitrophenethyl)-1,2,3,4-tetrahydro-6,7-dimethoxy-1-methylisoquinoline hydrochloride). As a reaction SMILES: [N+:1]([C:4]1[CH:5]=[C:6]([CH2:10][C:11]([N:13]2[CH2:22][CH2:21][C:20]3[C:15](=[CH:16][C:17]([O:25][CH3:26])=[C:18]([O:23][CH3:24])[CH:19]=3)[CH:14]2[CH3:27])=O)[CH:7]=[CH:8][CH:9]=1)([O-:3])=[O:2].B.[ClH:29]>C1COCC1>[ClH:29].[N+:1]([C:4]1[CH:5]=[C:6]([CH:7]=[CH:8][CH:9]=1)[CH2:10][CH2:11][N:13]1[CH2:22][CH2:21][C:20]2[C:15](=[CH:16][C:17]([O:25][CH3:26])=[C:18]([O:23][CH3:24])[CH:19]=2)[CH:14]1[CH3:27])([O-:3])=[O:2] |f:4.5|. Procedure: N-(3-Nitrophenylacetyl)-1,2,3,4-tetrahydro-6,7-dimethoxy-1-methylisoquinoline (22.0 g, 0.059 m) was added portionwise to 190 ml of 1 M borane in THF which was maintained under a nitrogen atmosphere. The mixture was stirred at ambient temperature for 15 minutes, then heated to reflux for 4 hours. The mixture was cooled in an ice bath, treated carefully with 20% HCl (250 ml), and then refluxed for 1 hour. After cooling, the solvents were removed on an aspirator and the residue treated with 250 ml ... Reactants: OC1=CC(=NN1)C=1SC=CC1 (5-Hydroxy-3-(2-thienyl)pyrazole), BrCCCl (1-bromo-2-chloroethane), C([O-])([O-])=O.[K+].[K+] (potassium carbonate), C1COCCOCCOCCOCCOCCO1 (18-crown-6-ether). Run in C(C)#N (acetonitrile). Product: ClCCOC1=CC(=NN1)C=1SC=CC1 (5-(2-chloroethoxy)-3-(2-thienyl)pyrazole). Yield: 29.2%. RXN SMILES: [OH:1][C:2]1[NH:6][N:5]=[C:4]([C:7]2[S:8][CH:9]=[CH:10][CH:11]=2)[CH:3]=1.C(=O)([O-])[O-].[K+].[K+].C1OCCOCCOCCOCCOCCOC1.Br[CH2:37][CH2:38][Cl:39]>C(#N)C>[Cl:39][CH2:38][CH2:37][O:1][C:2]1[NH:6][N:5]=[C:4]([C:7]2[S:8][CH:9]=[CH:10][CH:11]=2)[CH:3]=1 |f:1.2.3|. Procedure: 5-Hydroxy-3-(2-thienyl)pyrazole (2.49 g), potassium carbonate (3.11 g) and 18-crown-6-ether (0.13 g) is suspended in acetonitrile (31 ml), to which 1-bromo-2-chloroethane (2.15 g) is added drop by drop and the reaction mixture is refluxed for 5 hours by heating. After the reaction is completed, it is extracted with ethyl acetate, washed with aqueous solution of sodium hydrogen carbonate and dried with anhydrous magnesium sulfate. Dichloromethane is added to the residue obtained by distilling off...